Task: describe an organic reaction: reactants, conditions, products, and yield. Dataset: the Open Reaction Database (ORD), a public repository of structured organic reaction records Reactants: O(C1=CC=CC=C1)C1=CC=C(C=C1)O (4-phenoxyphenol), CN(C1=CC=CC=C1)C (dimethylaniline), ClC(=O)OC(Cl)(Cl)Cl (trichloromethyl chloroformate), N1CCCCC1 (piperidine), N1=CC=CC=C1 (pyridine). Run in C1=CC=CC=C1 (benzene), O1CCOCC1 (dioxane), C1=CC=CC=C1 (benzene), C1=CC=CC=C1 (benzene). Run at time 24 hour. The product is O(C1=CC=CC=C1)C1=CC=C(C=C1)OC(=O)N1CCCCC1 (1-Piperidinecarboxylic acid 4-phenoxyphenyl ester). The yield is 182.3%. Reaction SMILES: [O:1]([C:8]1[CH:13]=[CH:12][C:11]([OH:14])=[CH:10][CH:9]=1)[C:2]1[CH:7]=[CH:6][CH:5]=[CH:4][CH:3]=1.C[N:16]([CH3:23])[C:17]1C=[CH:21][CH:20]=[CH:19][CH:18]=1.ClC(OC(Cl)(Cl)Cl)=[O:26].N1CCCCC1.N1C=CC=CC=1>C1C=CC=CC=1.O1CCOCC1>[O:1]([C:8]1[CH:9]=[CH:10][C:11]([O:14][C:23]([N:16]2[CH2:21][CH2:20][CH2:19][CH2:18][CH2:17]2)=[O:26])=[CH:12][CH:13]=1)[C:2]1[CH:7]=[CH:6][CH:5]=[CH:4][CH:3]=1. Reported procedure: A solution of 4-phenoxyphenol (5.0 g, 26.9 mmol) and dimethylaniline (3.4 ml, 26.8 mmol) in 35 ml of benzene plus 1.5 ml of dioxane was added dropwise over 15 minutes under a nitrogen atmosphere to a solution of trichloromethyl chloroformate (1.6 ml, 13.3 mmol) in 30 ml of benzene at ice bath temperature. After the addition, the cooling bath was removed and the stirring continued for 24 hours. The reaction was cooled to ice bath temperature and a solution of piperidine (2.7 ml, 27.3 mmol) and py... The reactants are N#Cc1cc(Br)cc(CN2C(=O)c3ccccc3C2=O)c1, CCO, CO, Cl. Yields the product N#Cc1cc(Br)cc(CN)c1. RXN SMILES: [Br:1][c:2]1[cH:3][c:4]([C:5]#[N:6])[cH:7][c:8]([CH2:10][N:11]2[C:12](=[O:13])[c:14]3[c:15]([cH:16][cH:17][cH:18][cH:19]3)[C:20]2=[O:21])[cH:9]1.[CH3:23][CH2:24][OH:25].[CH3:26][OH:27].[ClH:22]>>[Br:1][c:2]1[cH:3][c:4]([C:5]#[N:6])[cH:7][c:8]([CH2:10][NH2:11])[cH:9]1. The reactants are ClCCl, CC(=O)Cl, Cc1ccccc1, COc1ccc(O)c2ccccc12, C[N+](=O)[O-], O=S(=O)([O-])C(F)(F)F, O=S(=O)([O-])C(F)(F)F, O=S(=O)([O-])C(F)(F)F, [Sc+3]. Yields the product COc1cc(C(C)=O)c(O)c2ccccc12. Reaction SMILES: [CH2:29]([Cl:30])[Cl:31].[CH3:14][C:15]([Cl:16])=[O:17].[CH3:18][c:19]1[cH:20][cH:21][cH:22][cH:23][cH:24]1.[CH3:1][O:2][c:3]1[cH:4][cH:5][c:6]([OH:13])[c:7]2[cH:8][cH:9][cH:10][cH:11][c:12]12.[N+:25]([CH3:26])([O-:27])=[O:28].[S:32]([O-:33])([C:34]([F:35])([F:36])[F:37])(=[O:38])=[O:39].[S:41]([O-:42])([C:43]([F:44])([F:45])[F:46])(=[O:47])=[O:48].[S:49]([O-:50])([C:51]([F:52])([F:53])[F:54])(=[O:55])=[O:56].[Sc+3:40]>>[CH3:1][O:2][c:3]1[cH:4][c:5]([C:15]([CH3:14])=[O:17])[c:6]([OH:13])[c:7]2[cH:8][cH:9][cH:10][cH:11][c:12]12. Reactants: NC1=C(C(=NC(=N1)C1CC1)C(=O)O)Cl (6-amino-5-chloro-2-cyclopropyl-4-pyrimidinecarboxylic acid), product, NC1=C(C(=NC(=N1)C1CC1)C(=O)O)Cl (6-amino-5-chloro-2-cyclopropyl-4-pyrimidinecarboxylic acid), S(=O)(Cl)Cl (thionyl chloride), CO (methanol). Reaction conditions: temperature 60 celsius. Product: NC1=C(C(=NC(=N1)C1CC1)C(=O)OC)Cl (methyl 6-amino-5-chloro-2-cyclopropyl-4-pyrimidinecarboxylate). Reaction SMILES: [NH2:1][C:2]1[N:7]=[C:6]([CH:8]2[CH2:10][CH2:9]2)[N:5]=[C:4]([C:11]([OH:13])=[O:12])[C:3]=1[Cl:14].S(Cl)(Cl)=O.[CH3:19]O>>[NH2:1][C:2]1[N:7]=[C:6]([CH:8]2[CH2:10][CH2:9]2)[N:5]=[C:4]([C:11]([O:13][CH3:19])=[O:12])[C:3]=1[Cl:14]. Procedure: To a solution of 6-amino-5-chloro-2-cyclopropyl-4-pyrimidinecarboxylic acid (i.e. the product of Step D1 or D2 of Example 2) (8.5 g, 40 mmol) in methanol (120 mL) was added dropwise with cooling thionyl chloride (15 mL, 200 mmol). The mixture was heated at 60° C. for 24 h. The mixture was concentrated to 25% of the original volume and diluted with water (100 mL). Phenolphthalein pH indicator was added, and 10% aqueous sodium hydroxide was added dropwise with cooling at 10-20° C. to bring the pH ...